Dataset: the Open Reaction Database (ORD), a public repository of structured organic reaction records. Task: describe an organic reaction: reactants, conditions, products, and yield Reactants: O=C(O)c1ccc(OCc2ccccc2)cc1, ClCCl, CN(C)C=O, O=S(Cl)Cl. The product is O=C(Cl)c1ccc(OCc2ccccc2)cc1. As a reaction SMILES: [CH2:1]([c:2]1[cH:3][cH:4][cH:5][cH:6][cH:7]1)[O:8][c:9]1[cH:10][cH:11][c:12]([C:13](=[O:14])[OH:15])[cH:16][cH:17]1.[Cl:27][CH2:28][Cl:29].[O:18]=[CH:19][N:20]([CH3:21])[CH3:22].[S:23]([Cl:24])([Cl:25])=[O:26]>>[CH2:1]([c:2]1[cH:3][cH:4][cH:5][cH:6][cH:7]1)[O:8][c:9]1[cH:10][cH:11][c:12]([C:13](=[O:14])[Cl:25])[cH:16][cH:17]1. The reactants are CSc1nc(C)c2cc(Br)c(=O)[nH]c2n1, COc1ccc(CCl)cc1, [H-], [Na+], CN(C)C=O. Product: COc1ccc(Cn2c(=O)c(Br)cc3c(C)nc(SC)nc32)cc1. RXN SMILES: [Br:3][c:4]1[cH:5][c:6]2[c:7]([n:8][c:9]([S:13][CH3:14])[n:10][c:11]2[CH3:12])[nH:15][c:16]1=[O:17].[CH3:18][O:19][c:20]1[cH:21][cH:22][c:23]([CH2:24][Cl:25])[cH:26][cH:27]1.[H-:1].[Na+:2].[O:28]=[CH:29][N:30]([CH3:31])[CH3:32]>>[Br:3][c:4]1[cH:5][c:6]2[c:7]([n:8][c:9]([S:13][CH3:14])[n:10][c:11]2[CH3:12])[n:15]([CH2:24][c:23]2[cH:22][cH:21][c:20]([O:19][CH3:18])[cH:27][cH:26]2)[c:16]1=[O:17].